From a dataset of the Open Reaction Database (ORD), a public repository of structured organic reaction records. describe an organic reaction: reactants, conditions, products, and yield Starting materials: ClC=1NS(C2=C(N1)C=CC(=C2)Cl)(=O)=O (3,7-dichloro-2H-1,2,4-benzothiadiazine 1,1-dioxide), CN1CCNCC1 (1-methylpiperazine). The solvent is O (water). Reaction conditions: temperature 60 celsius, time 1 hour. Product: ClC1=CC2=C(N=C(NS2(=O)=O)N2CCN(CC2)C)C=C1 (7-Chloro-3-(4-methyl-1-piperazinyl)-2H-1,2,4-benzothiadiazine 1,1-dioxide). Isolated yield 87.7%. As a reaction SMILES: Cl[C:2]1[NH:3][S:4](=[O:14])(=[O:13])[C:5]2[CH:11]=[C:10]([Cl:12])[CH:9]=[CH:8][C:6]=2[N:7]=1.[CH3:15][N:16]1[CH2:21][CH2:20][NH:19][CH2:18][CH2:17]1>O>[Cl:12][C:10]1[CH:9]=[CH:8][C:6]2[N:7]=[C:2]([N:19]3[CH2:20][CH2:21][N:16]([CH3:15])[CH2:17][CH2:18]3)[NH:3][S:4](=[O:14])(=[O:13])[C:5]=2[CH:11]=1. Reported procedure: To a stirred suspension of 10.0 g of 3,7-dichloro-2H-1,2,4-benzothiadiazine 1,1-dioxide in 100 ml of water is added 8.0 g of 1-methylpiperazine, while the mixture is cooled in an ice bath. After the addition, the mixture is stirred at 60° C. for 1 hour. The crystalline precipitate collected is recrystallized from a mixture of dimethylformamide and water to give 11.0 g of the desired product, m.p. above 300° C. Starting materials: [Br-], CC(C)(C)[Si](C)(C)Oc1cccc(C=O)c1, CC[Mg+], CCOCC. Product: CCC(O)c1cccc(O[Si](C)(C)C(C)(C)C)c1. As a reaction SMILES: [Br-:17].[C:1]([CH3:2])([CH3:3])([CH3:4])[Si:5]([O:6][c:7]1[cH:8][c:9]([CH:10]=[O:11])[cH:12][cH:13][cH:14]1)([CH3:15])[CH3:16].[CH2:18]([CH3:19])[Mg+:20].[CH2:21]([O:22][CH2:23][CH3:24])[CH3:25]>>[C:1]([CH3:2])([CH3:3])([CH3:4])[Si:5]([O:6][c:7]1[cH:8][c:9]([CH:10]([OH:11])[CH2:18][CH3:19])[cH:12][cH:13][cH:14]1)([CH3:15])[CH3:16].